Dataset: the Open Reaction Database (ORD), a public repository of structured organic reaction records. Task: describe an organic reaction: reactants, conditions, products, and yield The reactants are C1CCOC1, CO, CCOC(=O)C(CC(C)C)c1cc(-c2ccc(C(F)(F)F)cc2)c(OCC2CC2)c([N+](=O)[O-])c1, [Li+], [OH-], O. Yields the product CC(C)CC(C(=O)O)c1cc(-c2ccc(C(F)(F)F)cc2)c(OCC2CC2)c([N+](=O)[O-])c1. Reaction SMILES: [CH2:35]1[O:36][CH2:37][CH2:38][CH2:39]1.[CH3:43][OH:44].[CH:1]1([CH2:4][O:5][c:6]2[c:7]([N+:32](=[O:33])[O-:34])[cH:8][c:9]([CH:22]([C:23](=[O:24])[O:25][CH2:26][CH3:27])[CH2:28][CH:29]([CH3:30])[CH3:31])[cH:10][c:11]2-[c:12]2[cH:13][cH:14][c:15]([C:18]([F:19])([F:20])[F:21])[cH:16][cH:17]2)[CH2:2][CH2:3]1.[Li+:42].[OH-:41].[OH2:40]>>[CH:1]1([CH2:4][O:5][c:6]2[c:7]([N+:32](=[O:33])[O-:34])[cH:8][c:9]([CH:22]([C:23](=[O:24])[OH:25])[CH2:28][CH:29]([CH3:30])[CH3:31])[cH:10][c:11]2-[c:12]2[cH:13][cH:14][c:15]([C:18]([F:19])([F:20])[F:21])[cH:16][cH:17]2)[CH2:2][CH2:3]1. The reactants are CCCCBr, O=C([O-])[O-], CCC(C)=O, Oc1ccc2c(c1F)Cc1c(F)cccc1-2, [K+], [K+], O. The product is CCCCOc1ccc2c(c1F)Cc1c(F)cccc1-2. As a reaction SMILES: [Br:1][CH2:2][CH2:3][CH2:4][CH3:5].[C:22](=[O:23])([O-:24])[O-:25].[CH3:29][C:30](=[O:31])[CH2:32][CH3:33].[F:6][c:7]1[c:8]([OH:21])[cH:9][cH:10][c:11]2[c:19]1[CH2:18][c:17]1[c:12]-2[cH:13][cH:14][cH:15][c:16]1[F:20].[K+:26].[K+:27].[OH2:28]>>[CH2:2]([CH2:3][CH2:4][CH3:5])[O:21][c:8]1[c:7]([F:6])[c:19]2[c:11]([cH:10][cH:9]1)-[c:12]1[cH:13][cH:14][cH:15][c:16]([F:20])[c:17]1[CH2:18]2. Solvent: C1CCOC1 (THF). As a reaction SMILES: C([O:8][C:9]1[CH:14]=[CH:13][C:12]([C:15]2[C:23]3[C:22]([NH2:24])=[N:21][CH:20]=[N:19][C:18]=3[N:17]([C:25]3[CH:30]=[CH:29][CH:28]=[C:27]([O:31][CH2:32][CH2:33][N:34]4[CH:38]=[CH:37][N:36]=[CH:35]4)[CH:26]=3)[CH:16]=2)=[CH:11][C:10]=1[O:39][CH3:40])C1C=CC=CC=1.[H][H].C(O)C>C1COCC1.[Pd]>[OH:8][C:9]1[CH:14]=[CH:13][C:12]([C:15]2[C:23]3[C:22]([NH2:24])=[N:21][CH:20]=[N:19][C:18]=3[N:17]([C:25]3[CH:30]=[CH:29][CH:28]=[C:27]([O:31][CH2:32][CH2:33][N:34]4[CH:38]=[CH:37][N:36]=[CH:35]4)[CH:26]=3)[CH:16]=2)=[CH:11][C:10]=1[O:39][CH3:40]. The reagents and catalysts are [Pd] (palladium/carbon). Reactants: C(C1=CC=CC=C1)OC1=C(C=C(C=C1)C1=CN(C=2N=CN=C(C21)N)C2=CC(=CC=C2)OCCN2C=NC=C2)OC (5-(4-benzyloxy-3-methoxyphenyl)-7-[3-(2-(1-imidazolyl)ethoxy)phenyl]-4-amino-pyrrolo[2,3-d]pyrimidine), [H][H] (hydrogen), C(C)O (ethanol). Yields the product OC1=C(C=C(C=C1)C1=CN(C=2N=CN=C(C21)N)C2=CC(=CC=C2)OCCN2C=NC=C2)OC (5-(4-Hydroxy-3-methoxyphenyl)-7-[3-(2-(1-imidazolyl)ethoxy)phenyl]-4-amino-pyrrolo[2,3-d]pyrimidine). Procedure: 0.6 g of 5-(4-benzyloxy-3-methoxyphenyl)-7-[3-(2-(1-imidazolyl)ethoxy)phenyl]-4-amino-pyrrolo[2,3-d]pyrimidine is hydrogenated in a hydrogen atmosphere at normal pressure and about 50° C. for 6 h in 20 ml of THF and 10 ml of ethanol in the presence of 0.2 g of 5% palladium/carbon. After filtration through Celite and crystallization of the residue from methylene chloride, 5-(4-hydroxy-3-methoxyphenyl)-7-[3-(2-(1-imidazolyl)ethoxy)phenyl]-4-aminopyrrolo[2,3-d]pyrimidine having an m.p. of 190° C. i... Starting materials: C(CC)(=O)C1=CC=CC=C1 (propiophenone), COC(N(C)C)OC (N,N-dimethylformamide dimethyl acetal). Yields the product CN(C=C(C(=O)C1=CC=CC=C1)C)C (3-dimethylamino-2-methylacrylophenone). As a reaction SMILES: [C:1]([C:5]1[CH:10]=[CH:9][CH:8]=[CH:7][CH:6]=1)(=[O:4])[CH2:2][CH3:3].CO[CH:13](OC)[N:14]([CH3:16])[CH3:15]>>[CH3:16][N:14]([CH3:15])[CH:13]=[C:2]([CH3:3])[C:1]([C:5]1[CH:10]=[CH:9][CH:8]=[CH:7][CH:6]=1)=[O:4]. Procedure: A mixture of 57.0 g of propiophenone in 150 ml of N,N-dimethylformamide dimethyl acetal was stirred and heated at reflux for 24 hours. Then the solvent was removed in vacuo to give a yellow oil. The oil was subjected to Kugelrohr distillation to give 69.8 g of 3-dimethylamino-2-methylacrylophenone as a yellow oil, B.P. 100° C. (0.050 mm Hg). Reactants: BrC=1C=C(C=CC1)N1N=C(C2=C1C=1C=CC=CC1S(C2)(=O)=O)C(=O)N2CCOCC2 (1-(3-Bromophenyl)-3-(morpholin-4-ylcarbonyl)-1,4-dihydrothiochromeno[4,3-c]pyrazole 5,5-dioxide), C1(=CC=CC=C1)B(O)O (phenylboronic acid), [F-].[Cs+] (cesium fluoride). The reagents and catalysts are Cl[Pd]([P](C1=CC=CC=C1)(C2=CC=CC=C2)C3=CC=CC=C3)([P](C4=CC=CC=C4)(C5=CC=CC=C5)C6=CC=CC=C6)Cl (bis(triphenyl phosphine)dichloro palladium(II)). Run in O1CCOCC1.O (dioxane water). Reaction conditions: temperature 90 celsius. The product is C1(=CC(=CC=C1)N1N=C(C2=C1C=1C=CC=CC1S(C2)(=O)=O)C(=O)N2CCOCC2)C2=CC=CC=C2 (1-Biphenyl-3-yl-3-(morpholin-4-ylcarbonyl)-1,4-dihydrothiochromeno[4,3-c]pyrazole 5,5-dioxide). RXN SMILES: Br[C:2]1[CH:3]=[C:4]([N:8]2[C:12]3[C:13]4[CH:14]=[CH:15][CH:16]=[CH:17][C:18]=4[S:19](=[O:22])(=[O:21])[CH2:20][C:11]=3[C:10]([C:23]([N:25]3[CH2:30][CH2:29][O:28][CH2:27][CH2:26]3)=[O:24])=[N:9]2)[CH:5]=[CH:6][CH:7]=1.[C:31]1(B(O)O)[CH:36]=[CH:35][CH:34]=[CH:33][CH:32]=1.[F-].[Cs+]>O1CCOCC1.O.Cl[Pd](Cl)([P](C1C=CC=CC=1)(C1C=CC=CC=1)C1C=CC=CC=1)[P](C1C=CC=CC=1)(C1C=CC=CC=1)C1C=CC=CC=1>[C:2]1([C:31]2[CH:36]=[CH:35][CH:34]=[CH:33][CH:32]=2)[CH:7]=[CH:6][CH:5]=[C:4]([N:8]2[C:12]3[C:13]4[CH:14]=[CH:15][CH:16]=[CH:17][C:18]=4[S:19](=[O:22])(=[O:21])[CH2:20][C:11]=3[C:10]([C:23]([N:25]3[CH2:30][CH2:29][O:28][CH2:27][CH2:26]3)=[O:24])=[N:9]2)[CH:3]=1 |f:2.3,4.5,^1:51,70|. Reported procedure: 1-(3-Bromophenyl)-3-(morpholin-4-ylcarbonyl)-1,4-dihydrothiochromeno[4,3-c]pyrazole 5,5-dioxide (100 mg, 0.20 mmol), phenylboronic acid (37 mg, 0.31 mmol), cesium fluoride (124 mg, 0.82 mmol) are taken in dioxane-water (2:1) and bubbled with nitrogen for 5 min. Then bis(triphenyl phosphine)dichloro palladium(II) (21 g, 0.03 mmol) is added to reaction mass and heated under microwave irradiation for 1 h at 90° C. The reaction mixture is filtered through a celite pad, concentrated under reduced pre... Reactants: FC1=C(C=CC(=N1)N1N=CC=2C=NC(=CC21)C2=NC(=CN=C2)C)C(F)(F)F (1-[6-fluoro-5-(trifluoromethyl)-2-pyridyl]-6-(6-methylpyrazin-2-yl)pyrazolo[4,3-c]pyridine), Br.Br.N1CCNCC(C1)O (1,4-diazepan-6-ol dihydrobromide), C([O-])([O-])=O.[Cs+].[Cs+] (cesium carbonate). Solvent: CS(=O)C (DMSO), CC(C)O (IPA). Reaction conditions: temperature 120 celsius. Product: CC1=CN=CC(=N1)C1=CC2=C(C=N1)C=NN2C2=CC=C(C(=N2)N2CCNCC(C2)O)C(F)(F)F (1-(6-(6-(6-methylpyrazin-2-yl)-1H-pyrazolo[4,3-c]pyridin-1-yl)-3-(trifluoromethyl)pyridin-2-yl)-1,4-diazepan-6-ol). Isolated yield 10.8%. RXN SMILES: F[C:2]1[N:7]=[C:6]([N:8]2[C:16]3[CH:15]=[C:14]([C:17]4[CH:22]=[N:21][CH:20]=[C:19]([CH3:23])[N:18]=4)[N:13]=[CH:12][C:11]=3[CH:10]=[N:9]2)[CH:5]=[CH:4][C:3]=1[C:24]([F:27])([F:26])[F:25].Br.Br.[NH:30]1[CH2:36][CH:35]([OH:37])[CH2:34][NH:33][CH2:32][CH2:31]1.C(=O)([O-])[O-].[Cs+].[Cs+]>CS(C)=O.CC(O)C>[CH3:23][C:19]1[N:18]=[C:17]([C:14]2[N:13]=[CH:12][C:11]3[CH:10]=[N:9][N:8]([C:6]4[N:7]=[C:2]([N:30]5[CH2:36][CH:35]([OH:37])[CH2:34][NH:33][CH2:32][CH2:31]5)[C:3]([C:24]([F:27])([F:25])[F:26])=[CH:4][CH:5]=4)[C:16]=3[CH:15]=2)[CH:22]=[N:21][CH:20]=1 |f:1.2.3,4.5.6|. Reported procedure: A mixture of 1-[6-fluoro-5-(trifluoromethyl)-2-pyridyl]-6-(6-methylpyrazin-2-yl)pyrazolo[4,3-c]pyridine (0.213 mmol; 79.9 mg), 1,4-diazepan-6-ol dihydrobromide (1.07 mmol; 297 mg), and cesium carbonate (2.13 mmol; 696 mg) in DMSO (2 mL) and IPA (4 mL) in a sealed pressure vial was heated at 120° C. overnight. The mixture was cooled to room temperature, and then filtered through Celite®. The filtrate was concentrated and the residue was purified by reverse phase HPLC to afford 219 as an off-white... The reactants are CCO, Cc1[nH]cnc1C=C1CCc2c(c3cccc(F)c3n2C)C1=O, [H][H]. Product: Cc1[nH]cnc1CC1CCc2c(c3cccc(F)c3n2C)C1=O. Reaction SMILES: [CH3:26][CH2:27][OH:28].[F:1][c:2]1[cH:3][cH:4][cH:5][c:6]2[c:7]3[c:12]([n:13]([CH3:15])[c:14]12)[CH2:11][CH2:10][C:9](=[CH:16][c:17]1[n:18][cH:19][nH:20][c:21]1[CH3:22])[C:8]3=[O:23].[H:24][H:25]>>[F:1][c:2]1[cH:3][cH:4][cH:5][c:6]2[c:7]3[c:12]([n:13]([CH3:15])[c:14]12)[CH2:11][CH2:10][CH:9]([CH2:16][c:17]1[n:18][cH:19][nH:20][c:21]1[CH3:22])[C:8]3=[O:23]. Reactants: FC(C(=O)O)(F)F (trifluoroacetic acid), [Si](C1=CC=CC=C1)(C1=CC=CC=C1)(C(C)(C)C)OCCC1(CCN(CC1)C(=O)OC(C)(C)C)F (tert-butyl 4-(2-{[tert-butyldiphenylsilyl]oxy}ethyl)-4-fluoro-1-piperidinecarboxylate), ice water, N (ammonia). Run in ClCCl (dichloromethane). Reaction conditions: time 5 hour. Yields the product [Si](C1=CC=CC=C1)(C1=CC=CC=C1)(C(C)(C)C)OCCC1(CCNCC1)F (4-(2-{[tert-butyl(diphenyl)silyl]oxy}ethyl)-4-fluoropiperidine). Reaction SMILES: FC(F)(F)C(O)=O.[Si:8]([O:25][CH2:26][CH2:27][C:28]1([F:41])[CH2:33][CH2:32][N:31](C(OC(C)(C)C)=O)[CH2:30][CH2:29]1)([C:21]([CH3:24])([CH3:23])[CH3:22])([C:15]1[CH:20]=[CH:19][CH:18]=[CH:17][CH:16]=1)[C:9]1[CH:14]=[CH:13][CH:12]=[CH:11][CH:10]=1.N>ClCCl>[Si:8]([O:25][CH2:26][CH2:27][C:28]1([F:41])[CH2:29][CH2:30][NH:31][CH2:32][CH2:33]1)([C:21]([CH3:24])([CH3:22])[CH3:23])([C:15]1[CH:20]=[CH:19][CH:18]=[CH:17][CH:16]=1)[C:9]1[CH:14]=[CH:13][CH:12]=[CH:11][CH:10]=1. Procedure: 2.80 ml (37.06 mmol) of trifluoroacetic acid are added slowly to a solution of 3 g (6.17 mmol) of tert-butyl 4-(2-{[tert-butyldiphenylsilyl]oxy}ethyl)-4-fluoro-1-piperidinecarboxylate, obtained in step 12.3, in 20 ml of dichloromethane. Stirring is continued at room temperature for 5 hours. The reaction mixture is poured into a mixture of ice-water and 28% aqueous ammonia. The phases are separated by settling, the aqueous phase is extracted twice with dichloromethane and the combined organic pha... Starting materials: CC(=O)C=1C(=CC=CC1O)O (2,6-dihydroxy acetophenone), O.NN (hydrazine hydrate), O (water), C(C)(=O)O (acetic acid). The solvent is C(CO)O (ethylene glycol), C(CO)O (ethylene glycol). Reaction conditions: temperature 160 celsius, time 2 hour. Product: CC1=NNC=2C=CC=C(C12)O (3-Methyl-1H-indazol-4-ol). The yield is 75.4%. RXN SMILES: [CH3:1][C:2]([C:4]1[C:5]([OH:11])=[CH:6][CH:7]=[CH:8][C:9]=1O)=O.O.[NH2:13][NH2:14].O.C(O)(=O)C>C(O)CO>[CH3:1][C:2]1[C:4]2[C:5]([OH:11])=[CH:6][CH:7]=[CH:8][C:9]=2[NH:14][N:13]=1 |f:1.2|. Reported procedure: To a solution of 2,6-dihydroxy acetophenone (0.50 g, 3.31 mmol) in ethylene glycol (7 ml) was slowly added a solution of hydrazine hydrate (3.3 g, 6.59 mmol) in ethylene glycol (2 ml). The reaction mixture was stirred for 20 min at room temperature and for an additional 2 hours at 160° C. After cooling to room temperature and dilution with distilled water (20 ml), the acetic acid (0.25 ml) was added to adjust the pH of the solution to 6. The resulting mixture was extracted four times with ethyl ...